This data is from the Open Reaction Database (ORD), a public repository of structured organic reaction records. The task is: describe an organic reaction: reactants, conditions, products, and yield Starting materials: solid, sulphonic acid, ClC=1C=C(CN2CC(OCC2)CN)C=CC1Cl ([4-(3,4-Dichlorobenzyl)morpholin-2-yl]methylamine), C(C1=CC=CC=C1)N=C=O (benzylisocyanate), tris-(2-aminoethyl)amine polystyrene. Solvent: ClCCl (dichloromethane). Run at time 72 hour. Yields the product C(C1=CC=CC=C1)NC(=O)NCC1CN(CCO1)CC1=CC(=C(C=C1)Cl)Cl (N-Benzyl-N′-{[4-(3,4-dichlorobenzyl)morpholin-2-yl]methyl}urea). As a reaction SMILES: [Cl:1][C:2]1[CH:3]=[C:4]([CH:14]=[CH:15][C:16]=1[Cl:17])[CH2:5][N:6]1[CH2:11][CH2:10][O:9][CH:8]([CH2:12][NH2:13])[CH2:7]1.[CH2:18]([N:25]=[C:26]=[O:27])[C:19]1[CH:24]=[CH:23][CH:22]=[CH:21][CH:20]=1>ClCCl>[CH2:18]([NH:25][C:26]([NH:13][CH2:12][CH:8]1[O:9][CH2:10][CH2:11][N:6]([CH2:5][C:4]2[CH:14]=[CH:15][C:16]([Cl:17])=[C:2]([Cl:1])[CH:3]=2)[CH2:7]1)=[O:27])[C:19]1[CH:24]=[CH:23][CH:22]=[CH:21][CH:20]=1. Procedure: To a stirred solution of Intermediate 3 (0.025 g) in dichloromethane (1 ml) was added benzylisocyanate (16.8 pt). The mixture was stirred at 22° C. for 18 h before tris-(2-aminoethyl)amine polystyrene (Argonaut Technologies, 0.04 g @ 3.85 mmol/g) was added. Stirring was continued for a further 72 h before the mixture was poured onto a 1 g solid phase extraction (Isolute SCX sulphonic acid) cartridge. The cartridge was washed with methanol before eluting with 10% 0.880 ammonia solution in methano... The reactants are C(C)(C)N(CC)C(C)C (diisopropylethylamine), CS(=O)(=O)Cl (methanesulfonyl chloride), C(C1=CC=CC=C1)[C@H]1N(C[C@@H]2N(C1)C[C@H](CC2)O)C(=O)C2=CC(=CC(=C2)C(F)(F)F)C(F)(F)F ((3R,7S,9aR)-(3-benzyl-7-hydroxy-octahydropyrido[1,2-a]pyrazin-2-yl)-(3,5-bis(trifluoromethyl)phenyl)-methanone). Run in ClCCl (dichloromethane). Run at time 15 minute. Yields the product C(C1=CC=CC=C1)[C@H]1N(C[C@@H]2N(C1)C[C@H](CC2)OS(=O)(=O)C)C(C2=CC(=CC(=C2)C(F)(F)F)C(F)(F)F)=O (methanesulfonic acid (3R,7S,9aR)-3-benzyl-2-(3,5-bis(trifluoromethyl)benzoyl)-octahydropyrido[1,2-a]pyrazin-7-yl ester). Reaction SMILES: [CH2:1]([C@@H:8]1[CH2:13][N:12]2[CH2:14][C@@H:15]([OH:18])[CH2:16][CH2:17][C@@H:11]2[CH2:10][N:9]1[C:19]([C:21]1[CH:26]=[C:25]([C:27]([F:30])([F:29])[F:28])[CH:24]=[C:23]([C:31]([F:34])([F:33])[F:32])[CH:22]=1)=[O:20])[C:2]1[CH:7]=[CH:6][CH:5]=[CH:4][CH:3]=1.C(N(C(C)C)CC)(C)C.[CH3:44][S:45](Cl)(=[O:47])=[O:46]>ClCCl>[CH2:1]([C@@H:8]1[CH2:13][N:12]2[CH2:14][C@@H:15]([O:18][S:45]([CH3:44])(=[O:47])=[O:46])[CH2:16][CH2:17][C@@H:11]2[CH2:10][N:9]1[C:19](=[O:20])[C:21]1[CH:26]=[C:25]([C:27]([F:28])([F:29])[F:30])[CH:24]=[C:23]([C:31]([F:34])([F:32])[F:33])[CH:22]=1)[C:2]1[CH:7]=[CH:6][CH:5]=[CH:4][CH:3]=1. Procedure: To a suspension of (3R,7S,9aR)-(3-benzyl-7-hydroxy-octahydropyrido[1,2-a]pyrazin-2-yl)-(3,5-bis(trifluoromethyl)phenyl)-methanone (3.3 g, prepared analogous to example 3 steps 1–8) in dichloromethane (100 mL) was added diisopropylethylamine (2.4 mL) and methanesulfonyl chloride (0.8 mL), at 5° C. The resulting mixture was stirred at room temperature for 15 min. and concentrated in vacuo. The residue was purified by column chromatography (SiO2, CH2Cl2/MeOH 95:5) to afford methanesulfonic acid (3R... The product is CC(C)(C)OC(=O)N1CCN(c2ccc(CO)cc2)CC1. RXN SMILES: [BH4-:22].[CH2:24]1[O:25][CH2:26][CH2:27][CH2:28]1.[CH:1](=[O:2])[c:3]1[cH:4][cH:5][c:6]([N:9]2[CH2:10][CH2:11][N:12]([C:15](=[O:16])[O:17][C:18]([CH3:19])([CH3:20])[CH3:21])[CH2:13][CH2:14]2)[cH:7][cH:8]1.[Li+:23]>>[CH2:1]([OH:2])[c:3]1[cH:4][cH:5][c:6]([N:9]2[CH2:10][CH2:11][N:12]([C:15](=[O:16])[O:17][C:18]([CH3:19])([CH3:20])[CH3:21])[CH2:13][CH2:14]2)[cH:7][cH:8]1. Reactants: [BH4-], C1CCOC1, CC(C)(C)OC(=O)N1CCN(c2ccc(C=O)cc2)CC1, [Li+]. Starting materials: [Al+3], CCCCn1c(C)cc2ccccc21, [Cl-], [Cl-], [Cl-], O=C1OC(=O)c2ccccc21, c1ccccc1. Yields the product CCCCn1c(C)c(C(=O)c2ccccc2C(=O)O)c2ccccc21. As a reaction SMILES: [Al+3:27].[CH2:12]([CH2:13][CH2:14][CH3:15])[n:16]1[c:17]([CH3:25])[cH:18][c:19]2[cH:20][cH:21][cH:22][cH:23][c:24]12.[Cl-:26].[Cl-:28].[Cl-:29].[O:1]=[C:2]1[O:3][C:4](=[O:5])[c:6]2[cH:7][cH:8][cH:9][cH:10][c:11]21.[cH:30]1[cH:31][cH:32][cH:33][cH:34][cH:35]1>>[O:1]=[C:2]([OH:3])[c:11]1[c:6]([C:4](=[O:5])[c:18]2[c:17]([CH3:25])[n:16]([CH2:12][CH2:13][CH2:14][CH3:15])[c:24]3[c:19]2[cH:20][cH:21][cH:22][cH:23]3)[cH:7][cH:8][cH:9][cH:10]1. Starting materials: FC1C(NC(NC1O)=O)=O (5-Fluoro-6-hydroxy-5,6-dihydrouracil), FC1C(NC(NC1OC(C)C)=O)=O (5-fluoro-6-isopropoxy-5,6-dihydrouracil). Yields the product FC=1C(NC(NC1)=O)=O (5-fluorouracil). Reaction SMILES: [F:1][CH:2]1[CH:7](O)[NH:6][C:5](=[O:9])[NH:4][C:3]1=[O:10].FC1C(OC(C)C)NC(=O)NC1=O>>[F:1][C:2]1[C:3](=[O:10])[NH:4][C:5](=[O:9])[NH:6][CH:7]=1. Procedure details: Example 15 was repeated, using 5-fluoro-6-hydroxy-5,6-dihydrouracil obtained in Example 5 for the 5-fluoro-6-isopropoxy-5,6-dihydrouracil. 5-fluorouracil was obtained as the product. The reactants are C1(=CCCCC1)CC(=O)CC1=CCCCC1 (1-cyclohexenylmethylketone), FC(C(=O)OCC)(F)F (ethyl trifluoroacetate), C[O-].[Na+] (sodium methoxide), Cl (HCl). Run in O (water), CCOC(=O)C (EtOAc), COCCOC (DME). Conditions: time 8 hour. Product: FC(C(CC(=O)C1=CCCCC1)=O)(F)F (4,4,4-TRIFLUORO-1-(1-CYCLOHEXENYL)-1,3-BUTANEDIONE). As a reaction SMILES: [C:1]1([CH2:7][C:8](CC2CCCCC=2)=O)[CH2:6][CH2:5][CH2:4][CH2:3][CH:2]=1.[F:17][C:18]([F:25])([F:24])[C:19]([O:21]CC)=O.C[O-:27].[Na+].Cl>COCCOC.O.CCOC(C)=O>[F:25][C:18]([F:17])([F:24])[C:19](=[O:21])[CH2:8][C:7]([C:1]1[CH2:6][CH2:5][CH2:4][CH2:3][CH:2]=1)=[O:27] |f:2.3|. Reported procedure: To a stirred solution of 1-cyclohexenylmethylketone (1 ml, 7.8 mmol) in DME (60 ml) was added ethyl trifluoroacetate (2.8 ml, 23.4 mmol) and sodium methoxide (2.2 g, 39 mmol), and the resulting reaction mixture was stirred at room temperature overnight. EtOAc (200 ml) and water (50 ml) were added, and the pH of the aqueous layer was adjusted to 6 by addition of 2 N HCl solution. The organic layer was washed with brine (50 ml), dried over MgSO4, and concentrated in vacuo to give the title compoun... Starting materials: C(=O)(O)[O-].[Na+] (NaHCO3), C1=CC=CC=2C3=CC=CC=C3C(C12)COC(=O)Cl (9-fluorenylmethyloxycarbonyl chloride), ester, N[C@H](C(=O)OC)CC=1C(=NOC1C)C (Methyl (S)-2-amino-3-(3,5-dimethyl-4-isoxazolyl)propionate), [Li+].[OH-] (LiOH), C(Cl)(Cl)Cl.CO.N (CHCl3 MeOH NH3). Solvent: O1CCOCC1 (dioxane), O1CCOCC1 (dioxane). Conditions: time 8 hour. The product is C1=CC=CC=2C3=CC=CC=C3C(C12)COC(=O)N[C@H](C(=O)O)CC=1C(=NOC1C)C ((S)-2- (9-Fluorenylmethyloxycarbonylamino)-3-(3,5-dimethyl-4-isoxazolyl)propionic acid). Reaction SMILES: [NH2:1][C@@H:2]([CH2:7][C:8]1[C:9]([CH3:14])=[N:10][O:11][C:12]=1[CH3:13])[C:3]([O:5]C)=[O:4].[Li+].[OH-].C(Cl)(Cl)Cl.CO.N.C([O-])(O)=O.[Na+].[CH:29]1[C:41]2[CH:40]([CH2:42][O:43][C:44](Cl)=[O:45])[C:39]3[C:34](=[CH:35][CH:36]=[CH:37][CH:38]=3)[C:33]=2[CH:32]=[CH:31][CH:30]=1>O1CCOCC1>[CH:29]1[C:41]2[CH:40]([CH2:42][O:43][C:44]([NH:1][C@@H:2]([CH2:7][C:8]3[C:9]([CH3:14])=[N:10][O:11][C:12]=3[CH3:13])[C:3]([OH:5])=[O:4])=[O:45])[C:39]3[C:34](=[CH:35][CH:36]=[CH:37][CH:38]=3)[C:33]=2[CH:32]=[CH:31][CH:30]=1 |f:1.2,3.4.5,6.7|. Procedure details: Methyl (S)-2-amino-3-(3,5-dimethyl-4-isoxazolyl)propionate (1.3 g, 6.6 mmol) was mixed with 2M LiOH (3.3 ml, 6.6 mmol) and dioxane (3.3 ml) at 0° C. and stirred overnight under N2. The next day a TLC control (CHCl3 /MeOH/NH3 aq 1/1/0.1) of the reaction mixture showed no ester present. 1M NaHCO3 (10 ml, 10 mmol) and 9-fluorenylmethyloxycarbonyl chloride (2.6 g, 10 mmol) dissolved in dioxane (10 ml) were added to the above solution and the stirring continued for a further hour. Dioxane was removed... Reactants: Nc1ccc2c(c1)COC(Nc1cccc(C3CC3)c1)=N2, O=S(=O)(Cl)c1ccccc1. Product: O=S(=O)(Nc1ccc2c(c1)COC(Nc1cccc(C3CC3)c1)=N2)c1ccccc1. Reaction SMILES: [CH:1]1([c:4]2[cH:5][c:6]([NH:10][C:11]3=[N:16][c:15]4[c:14]([cH:20][c:19]([NH2:21])[cH:18][cH:17]4)[CH2:13][O:12]3)[cH:7][cH:8][cH:9]2)[CH2:2][CH2:3]1.[c:22]1([S:28](=[O:29])(=[O:30])[Cl:31])[cH:23][cH:24][cH:25][cH:26][cH:27]1>>[CH:1]1([c:4]2[cH:5][c:6]([NH:10][C:11]3=[N:16][c:15]4[c:14]([cH:20][c:19]([NH:21][S:28]([c:22]5[cH:23][cH:24][cH:25][cH:26][cH:27]5)(=[O:29])=[O:30])[cH:18][cH:17]4)[CH2:13][O:12]3)[cH:7][cH:8][cH:9]2)[CH2:2][CH2:3]1.